The task is: describe an organic reaction: reactants, conditions, products, and yield. This data is from the Open Reaction Database (ORD), a public repository of structured organic reaction records. Reactants: C1(=C(C=CC=C1)N)N (o-phenylenediamine), C([O-])([O-])=O.[Na+].[Na+] (sodium carbonate), CCCCC=1C=CC(=NC1)C(=O)O (fusaric acid), polyphosphoric acid. The solvent is O (water). Run at time 1.5 hour. The product is C(CCC)C=1C=CC(=NC1)C=1NC2=C(N1)C=CC=C2 (2-(5-butylpyridin-2-yl)benzimidazole). RXN SMILES: [C:1]1([NH2:8])[CH:6]=[CH:5][CH:4]=[CH:3][C:2]=1[NH2:7].[CH3:9][CH2:10][CH2:11][CH2:12][C:13]1[CH:14]=[CH:15][C:16]([C:19](O)=O)=[N:17][CH:18]=1.C(=O)([O-])[O-].[Na+].[Na+]>O>[CH2:12]([C:13]1[CH:14]=[CH:15][C:16]([C:19]2[NH:7][C:2]3[CH:3]=[CH:4][CH:5]=[CH:6][C:1]=3[N:8]=2)=[N:17][CH:18]=1)[CH2:11][CH2:10][CH3:9] |f:2.3.4|. Procedure: 0.6 g. of o-phenylenediamine, 1 g. of fusaric acid and 10 g. of polyphosphoric acid were heated at 200°-250° C. under a nitrogen gas current with stirring for 1.5 hours. The reaction mixture was diluted with 200 ml. of water and then neutralized with sodium carbonate. The resulting crystals were filtered off, dried and recrystallized from ethyl acetate. 1.2 g. of colorless needles of the product(86% of theory) was obtained. M.P. 138.0°-139.0° C. Starting materials: CC(C)(C)OC (MTBE), [H-].[Li+] (LiH), ClC=1C=C(C=C(C1)Cl)C(C(F)(F)F)=O (3′,5′-dichloro-2,2,2-trifluoroacetophenone), BrC1=C(C=C(S1)C(C)=O)C (1-(5-bromo-4-methyl-thiophen-2-yl)-ethanone). Run in C1CCOC1 (THF). Reaction conditions: time 2 hour. Yields the product BrC1=C(C=C(S1)C(CC(C(F)(F)F)(O)C1=CC(=CC(=C1)Cl)Cl)=O)C (1-(5-bromo-4-methyl-thiophen-2-yl)-3-(3,5-dichloro-phenyl)-4,4,4-trifluoro-3-hydroxy-butan-1-one). The yield is 111.4%. Reaction SMILES: [H-].[Li+].[Cl:3][C:4]1[CH:5]=[C:6]([C:11](=[O:16])[C:12]([F:15])([F:14])[F:13])[CH:7]=[C:8]([Cl:10])[CH:9]=1.[Br:17][C:18]1[S:22][C:21]([C:23](=[O:25])[CH3:24])=[CH:20][C:19]=1[CH3:26].CC(OC)(C)C>C1COCC1>[Br:17][C:18]1[S:22][C:21]([C:23](=[O:25])[CH2:24][C:11]([C:6]2[CH:5]=[C:4]([Cl:3])[CH:9]=[C:8]([Cl:10])[CH:7]=2)([OH:16])[C:12]([F:13])([F:14])[F:15])=[CH:20][C:19]=1[CH3:26] |f:0.1|. Procedure details: LiH (2.06 g) is added to a solution of 3′,5′-dichloro-2,2,2-trifluoroacetophenone (48.0 g) and 1-(5-bromo-4-methyl-thiophen-2-yl)-ethanone (30.3 g) in THF (1000 ml). After 2 hours at 60° C. MTBE is added (300 ml) and the reaction mixture is poured onto water (500 ml) at 0° C. The organic phase is extracted with water and a saturated aqueous solution of NaCl, dried over Na2SO4 and concentrated in vacuo to yield 71.2 g of 1-(5-bromo-4-methyl-thiophen-2-yl)-3-(3,5-dichloro-phenyl)-4,4,4-trifluoro-3...